describe an organic reaction: reactants, conditions, products, and yield From a dataset of the Open Reaction Database (ORD), a public repository of structured organic reaction records. Starting materials: O (water), C12(CC3CC(CC(C1)C3)C2)N2CCN(CC2)CC(COC2=CC=C(CC#N)C=C2)O (4-[3-[4-(1-adamantyl)-1-piperazinyl]-2-hydroxypropoxy]benzylcyanide), N(=O)C=1C(=NC(=NC1N)N)N (5-nitroso-2,4,6-triamino-pyrimidine), C(C)OCC[O-].[Na+] (sodium-(2-ethoxyethoxide)). Run in C(C)OCCO (2-ethoxyethanol). Run at temperature 120 celsius, time 30 minute. Yields the product C12(CC3CC(CC(C1)C3)C2)N2CCN(CC2)CC(COC2=CC=C(C=C2)C=2N=C3C(=NC(=NC3=NC2N)N)N)O (6-[4-[3-[4-(1-Adamantyl)-1-piperazinyl]-2-hydroxypropoxy]phenyl]-2,4,7-triaminopteridine). The yield is 84.6%. Reaction SMILES: [C:1]12([N:11]3[CH2:16][CH2:15][N:14]([CH2:17][CH:18]([OH:30])[CH2:19][O:20][C:21]4[CH:29]=[CH:28][C:24]([CH2:25][C:26]#[N:27])=[CH:23][CH:22]=4)[CH2:13][CH2:12]3)[CH2:10][CH:5]3[CH2:6][CH:7]([CH2:9][CH:3]([CH2:4]3)[CH2:2]1)[CH2:8]2.[N:31]([C:33]1[C:34]([NH2:41])=[N:35][C:36]([NH2:40])=[N:37][C:38]=1[NH2:39])=O.C(OCC[O-])C.[Na+].O>C(OCCO)C>[C:1]12([N:11]3[CH2:16][CH2:15][N:14]([CH2:17][CH:18]([OH:30])[CH2:19][O:20][C:21]4[CH:22]=[CH:23][C:24]([C:25]5[N:31]=[C:33]6[C:34](=[N:41][C:26]=5[NH2:27])[N:35]=[C:36]([NH2:40])[N:37]=[C:38]6[NH2:39])=[CH:28][CH:29]=4)[CH2:13][CH2:12]3)[CH2:2][CH:3]3[CH2:4][CH:5]([CH2:6][CH:7]([CH2:9]3)[CH2:8]1)[CH2:10]2 |f:2.3|. Procedure details: A mixture of 4-[3-[4-(1-adamantyl)-1-piperazinyl]-2-hydroxypropoxy]benzylcyanide (3.44 g, 8.4 mmol), 5-nitroso-2,4,6-triamino-pyrimidine (1.08 g, 7.0 mmol) and 0.2N sodium-(2-ethoxyethoxide) in 2-ethoxyethanol (35 ml) was stirred at 120° C. for 30 minutes. After cooling to about 90° C. 100 ml of water was added and the mixture was cooled to room temperature followed by stirring in an ice-water bath for 30 minutes. The precipitate was collected, washed with water and acetonitrile to give the titl... RXN SMILES: [N:1]([CH2:4][C:5]([C:7]1[CH:12]=[CH:11][CH:10]=[CH:9][CH:8]=1)=[O:6])=[N+:2]=[N-:3].[Li+].CC([N-]C(C)C)C.[CH:21]1([CH2:26][CH2:27][C:28](Cl)=[O:29])[CH2:25][CH2:24][CH2:23][CH2:22]1.O>C1COCC1>[CH:21]1([CH2:26][CH2:27][C:28]([O:6][C:5]([C:7]2[CH:12]=[CH:11][CH:10]=[CH:9][CH:8]=2)=[CH:4][N:1]=[N+:2]=[N-:3])=[O:29])[CH2:25][CH2:24][CH2:23][CH2:22]1 |f:1.2|. The product is C1(CCCC1)CCC(=O)OC(=CN=[N+]=[N-])C1=CC=CC=C1 (2-Azido-1-Phenylvinyl 3-Cyclopentylpropionate). The reactants are N(=[N+]=[N-])CC(=O)C1=CC=CC=C1 (α-azidoacetophenone), [Li+].CC(C)[N-]C(C)C (LDA), O (water), C1(CCCC1)CCC(=O)Cl (3-cyclopentylpropionyl chloride). Procedure: To a stirred solution of α-azidoacetophenone (3.37 g, 20.9 mmol) in dry THF (50 mL) was added a solution of LDA (2.0 M in cyclohexane, 12.5 mL, 25 mmol) at -78° C. under nitrogen dropwise. After the reaction mixture was stirred for 1 h, a solution of 3-cyclopentylpropionyl chloride (5.04 g, 31.35 mmole, 1.5 eq.) was added to the dark red mixture, and after 10 min, the mixture was slowly warmed to room temperature. Stirring was continued for 1 h and the resultant yellow mixture was poured into wa... Reaction conditions: time 1 hour. The solvent is C1CCOC1 (THF). Yield: 67.1%.